This data is from the Open Reaction Database (ORD), a public repository of structured organic reaction records. The task is: describe an organic reaction: reactants, conditions, products, and yield Reactants: C(CC)[Mg]C1CCCCC1.[Br-] (n-propylcyclohexyl magnesium bromide), C1CCOC1 (THF), CO[SiH]1CCC(CC1)C1=CC=C(C=C1)C1=CC=C(C=C1)F (4-(4-methoxy-4-silacyclohexyl)-4'-fluorobiphenyl), C1CCOC1 (THF). Yields the product C(CC)C1CCC(CC1)[Si@@H]1CC[C@H](CC1)C1=CC=C(C=C1)C1=CC=C(C=C1)F (trans-4-(4-(4-n-propylcyclohexyl)-4-silacyclohexyl)4'-fluorobiphenyl). The yield is 65.0%. RXN SMILES: C([Mg][CH:5]1[CH2:10][CH2:9][CH2:8][CH2:7][CH2:6]1)CC.[Br-].CO[SiH:14]1[CH2:19][CH2:18][CH:17]([C:20]2[CH:25]=[CH:24][C:23]([C:26]3[CH:31]=[CH:30][C:29]([F:32])=[CH:28][CH:27]=3)=[CH:22][CH:21]=2)[CH2:16][CH2:15]1.[CH2:33]1[CH2:37]OC[CH2:34]1>>[CH2:34]([CH:5]1[CH2:6][CH2:7][CH:8]([Si@H:14]2[CH2:19][CH2:18][C@H:17]([C:20]3[CH:25]=[CH:24][C:23]([C:26]4[CH:31]=[CH:30][C:29]([F:32])=[CH:28][CH:27]=4)=[CH:22][CH:21]=3)[CH2:16][CH2:15]2)[CH2:9][CH2:10]1)[CH2:33][CH3:37] |f:0.1|. Procedure details: A 12 ml THF solution of 2.0M n-propylcyclohexyl magnesium bromide (24 mmol) was dripped into a mixed solution of 3.00 g (10.0 mmol) of 4-(4-methoxy-4-silacyclohexyl)-4'-fluorobiphenyl and 30 ml of THF. The silacyclohexane rings of the product thus obtained were a mixture of trans isomers and cis isomers. After a conventional after treatment, they were separated by means of chromatography to obtain 2.57 g (yield 65%) of the target product, i.e. trans, trans isomers. The reactants are NC1=C(C2=C(S1)C1=CC=CC=C1C2)C(=O)N (2-amino-4H-indeno[1,2-b]thiophene-3-carboxylic acid amide), NC1=C(C2=C(S1)C1=CC=C(C=C1CC2)OC)C(=O)N (2-amino-7-methoxy-4,5-dihydro-naphtho[1,2-b]thiophene-3-carboxylic acid amide). Yields the product C(C)(=O)NC1=C(C2=C(S1)C1=CC=C(C=C1CC2)OC)C(=O)N (2-Acetylamino-7-methoxy-4,5-dihydro-naphtho[1,2-b]thiophene-3-carboxylic acid amide). RXN SMILES: NC1SC2C3C(CC=2[C:3]=1[C:14](N)=[O:15])=CC=CC=3.[NH2:17][C:18]1[S:22][C:21]2[C:23]3[C:28]([CH2:29][CH2:30][C:20]=2[C:19]=1[C:33]([NH2:35])=[O:34])=[CH:27][C:26]([O:31][CH3:32])=[CH:25][CH:24]=3>>[C:14]([NH:17][C:18]1[S:22][C:21]2[C:23]3[C:28]([CH2:29][CH2:30][C:20]=2[C:19]=1[C:33]([NH2:35])=[O:34])=[CH:27][C:26]([O:31][CH3:32])=[CH:25][CH:24]=3)(=[O:15])[CH3:3]. Procedure: The title compound was prepared by the same procedure as Example 3 except that 2-amino-4H-indeno[1,2-b]thiophene-3-carboxylic acid amide was replaced with 2-amino-7-methoxy-4,5-dihydro-naphtho[1,2-b]thiophene-3-carboxylic acid amide to give the above title compound as light grey solid. ESMS m/z: 317 [M+H]+. The reactants are Cl (HCl), ClC1=C(C(=O)OC)C=CC(=C1)C1=CC=C2C(=N1)N(N=N2)CC=2C=C1C=CC=NC1=CC2 (Methyl 2-chloro-4-(3-(quinolin-6-ylmethyl)-3H-[1,2,3]triazolo[4,5-b]pyridin-5-yl)benzoate), [OH-].[Li+] (lithium hydroxide), C1CCOC1 (THF). Run in CO (methanol), O (water). Conditions: time 12 hour. Yields the product ClC1=C(C(=O)O)C=CC(=C1)C1=CC=C2C(=N1)N(N=N2)CC=2C=C1C=CC=NC1=CC2 (2-Chloro-4-(3-(quinolin-6-ylmethyl)-3H-[1,2,3]triazolo[4,5-b]pyridin-5-yl)benzoic acid). The yield is 99.3%. RXN SMILES: [Cl:1][C:2]1[CH:11]=[C:10]([C:12]2[N:17]=[C:16]3[N:18]([CH2:21][C:22]4[CH:23]=[C:24]5[C:29](=[CH:30][CH:31]=4)[N:28]=[CH:27][CH:26]=[CH:25]5)[N:19]=[N:20][C:15]3=[CH:14][CH:13]=2)[CH:9]=[CH:8][C:3]=1[C:4]([O:6]C)=[O:5].[OH-].[Li+].C1COCC1.Cl>CO.O>[Cl:1][C:2]1[CH:11]=[C:10]([C:12]2[N:17]=[C:16]3[N:18]([CH2:21][C:22]4[CH:23]=[C:24]5[C:29](=[CH:30][CH:31]=4)[N:28]=[CH:27][CH:26]=[CH:25]5)[N:19]=[N:20][C:15]3=[CH:14][CH:13]=2)[CH:9]=[CH:8][C:3]=1[C:4]([OH:6])=[O:5] |f:1.2|. Reported procedure: To a solution of Example 100 (1.00 g, 2.18 mmol) in methanol (5 ml), lithium hydroxide (0.856 g, 20.40 mmol) in water (5 ml) and THF (19 ml) were added and stirred at RT. After 12 h, pH was adjusted to 7-7.5 using 0.5N HCl and the solid precipitated was filtered, washed with ethyl acetate and petroleum ether and dried under vacuum to afford the title compound as an off-white solid (0.900 g, 93%). The reactants are 3-(4-chlorophenyl)-1,4-dihydro-4-oxo-5-(2-phenethylamino)-1,6-naphthyridine, ICCCC (iodobutane), ClC1=CC=C(C=C1)C1=CNC2=CC=NC(=C2C1=O)NCC1=CC=CC=C1 (3-(4-chlorophenyl)-1,4-dihydro-4-oxo-5-benzylamino-1,6-naphthyridine), IC (iodomethane). Product: ClC1=CC=C(C=C1)C1=CN(C2=CC=NC(=C2C1=O)NCC1=CC=CC=C1)CCCC (3-(4-Chlorophenyl)-1,4-dihydro-1-butyl-4-oxo-5-benzylamino-1,6-naphthyridine). RXN SMILES: [Cl:1][C:2]1[CH:7]=[CH:6][C:5]([C:8]2[C:17](=[O:18])[C:16]3[C:11](=[CH:12][CH:13]=[N:14][C:15]=3[NH:19][CH2:20][C:21]3[CH:26]=[CH:25][CH:24]=[CH:23][CH:22]=3)[NH:10][CH:9]=2)=[CH:4][CH:3]=1.IC.I[CH2:30][CH2:31][CH2:32][CH3:33]>>[Cl:1][C:2]1[CH:3]=[CH:4][C:5]([C:8]2[C:17](=[O:18])[C:16]3[C:11](=[CH:12][CH:13]=[N:14][C:15]=3[NH:19][CH2:20][C:21]3[CH:22]=[CH:23][CH:24]=[CH:25][CH:26]=3)[N:10]([CH2:30][CH2:31][CH2:32][CH3:33])[CH:9]=2)=[CH:6][CH:7]=1. Procedure details: The title compound was prepared as described in Example 2 above except that 3-(4-chlorophenyl)-1,4-dihydro-4-oxo-5-(2-phenethylamino)-1,6-naphthyridine was replaced with 3-(4-chlorophenyl)-1,4-dihydro-4-oxo-5-benzylamino-1,6-naphthyridine and iodomethane was replaced with iodobutane. MS 428 (M+1)+.